From a dataset of the Open Reaction Database (ORD), a public repository of structured organic reaction records. describe an organic reaction: reactants, conditions, products, and yield The reactants are CN1CCCC1=O, Clc1cncc(Cl)c1, N#C[Cu]. Product: N#Cc1cncc(Cl)c1. RXN SMILES: [CH3:12][N:13]1[CH2:14][CH2:15][CH2:16][C:17]1=[O:18].[Cl:1][c:2]1[cH:3][n:4][cH:5][c:6]([Cl:8])[cH:7]1.[Cu:9][C:10]#[N:11]>>[c:2]1([C:10]#[N:11])[cH:3][n:4][cH:5][c:6]([Cl:8])[cH:7]1. The reactants are ClC1=C(C(C2=CC=CC=C2)O)C=CC(=C1)Cl (2,4-dichlorobenzhydrol), N1C(=O)NC(=O)C=C1 (uracil), B(F)(F)F (BF3). The solvent is C(C)(=O)O (acetic acid). Yields the product OC1=NC=C(C(=N1)O)C(C1=C(C=C(C=C1)Cl)Cl)C1=CC=CC=C1 (2,4-dihydroxy-5-(2,4-dichlorobenzhydryl)pyrimidine). Reaction SMILES: [Cl:1][C:2]1[CH:15]=[C:14]([Cl:16])[CH:13]=[CH:12][C:3]=1[CH:4](O)[C:5]1[CH:10]=[CH:9][CH:8]=[CH:7][CH:6]=1.[NH:17]1[CH:24]=[CH:23][C:21](=[O:22])[NH:20][C:18]1=[O:19].B(F)(F)F>C(O)(=O)C>[OH:19][C:18]1[N:20]=[C:21]([OH:22])[C:23]([CH:4]([C:5]2[CH:10]=[CH:9][CH:8]=[CH:7][CH:6]=2)[C:3]2[CH:12]=[CH:13][C:14]([Cl:16])=[CH:15][C:2]=2[Cl:1])=[CH:24][N:17]=1. Procedure: One method of preparation involves the reaction of, for example, 2,4-dichlorobenzhydrol with uracil in glacial acetic acid in the presence of BF3. This yields the 2,4-dihydroxy-5-(2,4-dichlorobenzhydryl)pyrimidine. Treatment with phosphorus oxychloride in excess yields the 2,4-dichloro-5-(2,4-dichlorobenzhydryl)pyrimidine. Starting materials: [OH-].[Na+] (sodium hydroxide), C(=O)(OCC1=CC=CC=C1)N1CC(N(CC1)C1=C(C=CC=C1)[N+](=O)[O-])C(=O)O (4-carbobenzoxy-1-(o-nitrophenyl)piperazine-2-carboxylic acid), Cl (hydrochloric acid), [OH-].[Na+] (sodium hydroxide), [SH-].[Na+] (sodium hydrosulfide). Reaction SMILES: [C:1]([N:11]1[CH2:16][CH2:15][N:14]([C:17]2[CH:22]=[CH:21][CH:20]=[CH:19][C:18]=2[N+:23]([O-])=O)[CH:13]([C:26]([OH:28])=O)[CH2:12]1)([O:3][CH2:4][C:5]1[CH:10]=[CH:9][CH:8]=[CH:7][CH:6]=1)=O.[OH-:29].[Na+].[SH-].[Na+].Cl>O>[C:1]([N:11]1[CH2:16][CH2:15][N:14]2[C:17]3[C:18]([NH:23][C:26](=[O:28])[CH:13]2[CH2:12]1)=[CH:19][CH:20]=[CH:21][CH:22]=3)([O:3][CH2:4][C:5]1[CH:10]=[CH:9][CH:8]=[CH:7][CH:6]=1)=[O:29] |f:1.2,3.4|. Product: C(=O)(OCC1=CC=CC=C1)N1CC2N(C3=CC=CC=C3NC2=O)CC1 (3-Carbobenzoxy-2,3,4,4a-tetrahydro-1H-pyrazino[1,2-a]quinoxalin-5(6H)-one). Solvent: O (water), O (H2O). Run at time 2.5 hour. Procedure details: To a solution of 13 g. of 4-carbobenzoxy-1-(o-nitrophenyl)piperazine-2-carboxylic acid and 11.0 g. of sodium hydroxide in 200 ml. of water is added a solution of 20 g. of sodium hydrosulfide in 200 ml. of H2O. The orange solution gradually turns colorless over a period of 2-3 hours. Dilute hydrochloric acid is added to bring the pH of the solution to about 3. A white precipitate forms. Stirring is continued for about 3-5 minutes, and the pH is raised to about 7 by the addition of 40% sodium hydr... Starting materials: FC(C(=O)O)(F)F (trifluoroacetic acid), FC(S(=O)(=O)O)(F)F (trifluoromethanesulfonic acid), ClC1=CC=C(C=C1)S(=O)(=O)N[C@H]1C(N(CCC(C1)(F)F)CC1=C(C=C(C=C1)OC)OC)=O (4-chloro-N-[(R)-1-(2,4-dimethoxy-benzyl)-5,5-difluoro-2-oxo-azepan-3-yl]-benzenesulfonamide). Solvent: C(Cl)Cl (CH2Cl2). Product: ClC1=CC=C(C=C1)S(=O)(=O)N[C@H]1C(NCCC(C1)(F)F)=O (4-Chloro-N-((R)-5,5-difluoro-2-oxo-azepan-3-yl)-benzenesulfonamide). Reaction SMILES: FC(F)(F)C(O)=O.FC(F)(F)S(O)(=O)=O.[Cl:16][C:17]1[CH:22]=[CH:21][C:20]([S:23]([NH:26][C@@H:27]2[CH2:33][C:32]([F:35])([F:34])[CH2:31][CH2:30][N:29](CC3C=CC(OC)=CC=3OC)[C:28]2=[O:47])(=[O:25])=[O:24])=[CH:19][CH:18]=1>C(Cl)Cl>[Cl:16][C:17]1[CH:22]=[CH:21][C:20]([S:23]([NH:26][C@@H:27]2[CH2:33][C:32]([F:34])([F:35])[CH2:31][CH2:30][NH:29][C:28]2=[O:47])(=[O:24])=[O:25])=[CH:19][CH:18]=1. Procedure details: A cocktail containing 40% trifluoroacetic acid, 1% trifluoromethanesulfonic acid in CH2Cl2 (20 ml) was added to 4-chloro-N-[(R)-1-(2,4-dimethoxy-benzyl)-5,5-difluoro-2-oxo-azepan-3-yl]-benzenesulfonamide (0.5 g, 1.0 mmol). After 30 min the reaction mixture was concentrated and the residue was dissolved in ethyl acetate and washed with water, NaHCO3 solution, 1 M KHSO4 solution, brine, dried (MgSO4.2H2O), filtered, concentrated under reduce pressure and purified over silica gel (CH2Cl2/MeOH 95:5 ... The reactants are CC(C)(C)[O-], CN(C)C=O, C1=CC(Oc2n[nH]cc2-c2ccccn2)CCC1, [K+], Cc1ccc(S(=O)(=O)OC2CN3CCC2CC3)cc1, O. The product is C1=CC(Oc2nn(C3CN4CCC3CC4)cc2-c2ccccn2)CCC1. RXN SMILES: [CH3:19][C:20]([CH3:21])([O-:22])[CH3:23].[CH3:45][N:46]([CH3:47])[CH:48]=[O:49].[CH:1]1([O:7][c:8]2[n:9][nH:10][cH:11][c:12]2-[c:13]2[n:14][cH:15][cH:16][cH:17][cH:18]2)[CH:2]=[CH:3][CH2:4][CH2:5][CH2:6]1.[K+:24].[N:25]12[CH2:26][CH:27]([O:33][S:34]([c:35]3[cH:36][cH:37][c:38]([CH3:39])[cH:40][cH:41]3)(=[O:42])=[O:43])[CH:28]([CH2:29][CH2:30]1)[CH2:31][CH2:32]2.[OH2:44]>>[CH:1]1([O:7][c:8]2[n:9][n:10]([CH:27]3[CH2:26][N:25]4[CH2:30][CH2:29][CH:28]3[CH2:31][CH2:32]4)[cH:11][c:12]2-[c:13]2[n:14][cH:15][cH:16][cH:17][cH:18]2)[CH:2]=[CH:3][CH2:4][CH2:5][CH2:6]1. Reactants: [Ag+], CC(=O)OC1CSC(Br)C(OC(C)=O)C1OC(C)=O, ClCCl, CC(=O)c1ccc(O)cc1, [Cl-], [Cl-], [Zn+2], O=C([O-])c1ncc[nH]1. Product: CC(=O)OC1CSC(Oc2ccc(C(C)=O)cc2)C(OC(C)=O)C1OC(C)=O. RXN SMILES: [Ag+:41].[C:11]([CH3:12])(=[O:13])[O:14][CH:15]1[CH:16]([Br:29])[S:17][CH2:18][CH:19]([O:25][C:26]([CH3:27])=[O:28])[CH:20]1[O:21][C:22]([CH3:23])=[O:24].[CH2:30]([Cl:31])[Cl:32].[CH3:1][C:2](=[O:3])[c:4]1[cH:5][cH:6][c:7]([OH:8])[cH:9][cH:10]1.[Cl-:42].[Cl-:44].[Zn+2:43].[nH:33]1[cH:34][cH:35][n:36][c:37]1[C:38]([O-:39])=[O:40]>>[CH3:1][C:2](=[O:3])[c:4]1[cH:5][cH:6][c:7]([O:8][CH:16]2[CH:15]([O:14][C:11]([CH3:12])=[O:13])[CH:20]([O:21][C:22]([CH3:23])=[O:24])[CH:19]([O:25][C:26]([CH3:27])=[O:28])[CH2:18][S:17]2)[cH:9][cH:10]1. The product is FC(C=1C=C(C=C(C1)C(F)(F)F)C(C(=O)N(C)C=1C=NC(=CC1C1=C(C=C(C=C1)F)C)NCCCO)(C)C)(F)F (2-(3,5-Bis-trifluoromethyl-phenyl)-N-[4-(4-fluoro-2-methyl-phenyl)-6-(3-hydroxy-propylamino)-pyridin-3-yl]-N-methyl-isobutyramide). Reactants: FC(C=1C=C(C=C(C1)C(F)(F)F)C(C(=O)N(C)C=1C=NC(=CC1C1=C(C=C(C=C1)F)C)Cl)(C)C)(F)F (2-(3,5-bis-trifluoromethyl-phenyl)-N-[6-chloro-4-(4-fluoro-2-methyl-phenyl)-pyridin-3-yl]-N-methyl-isobutyramide), NCCCO (3-amino-1-propanol). Run at temperature 180 celsius. Isolated yield 87.5%. RXN SMILES: [F:1][C:2]([F:36])([F:35])[C:3]1[CH:4]=[C:5]([C:13]([CH3:34])([CH3:33])[C:14]([N:16]([C:18]2[CH:19]=[N:20][C:21](Cl)=[CH:22][C:23]=2[C:24]2[CH:29]=[CH:28][C:27]([F:30])=[CH:26][C:25]=2[CH3:31])[CH3:17])=[O:15])[CH:6]=[C:7]([C:9]([F:12])([F:11])[F:10])[CH:8]=1.[NH2:37][CH2:38][CH2:39][CH2:40][OH:41]>>[F:1][C:2]([F:36])([F:35])[C:3]1[CH:4]=[C:5]([C:13]([CH3:34])([CH3:33])[C:14]([N:16]([C:18]2[CH:19]=[N:20][C:21]([NH:37][CH2:38][CH2:39][CH2:40][OH:41])=[CH:22][C:23]=2[C:24]2[CH:29]=[CH:28][C:27]([F:30])=[CH:26][C:25]=2[CH3:31])[CH3:17])=[O:15])[CH:6]=[C:7]([C:9]([F:12])([F:11])[F:10])[CH:8]=1. Procedure details: A mixture of 2.0 g (3.8 mmol) 2-(3,5-bis-trifluoromethyl-phenyl)-N-[6-chloro-4-(4-fluoro-2-methyl-phenyl)-pyridin-3-yl]-N-methyl-isobutyramide and 5.6 g (75 mmol) 3-amino-1-propanol was heated at 180° C. under microwave irradiation for 40 min. Dilution with water was followed by extraction with three portions of tert-butyl methyl ether. The combined organic extracts were dried over sodium sulfate and concentrated in vacuo. Flash chromatography gave 1.9 g (87%) of the title compound as a white so... The reactants are CN(C)c1ccc(Br)cc1, [Mg], C1CCOC1. Yields the product [Br-], CN(C)c1ccc([Mg+])cc1. As a reaction SMILES: [CH3:1][N:2]([c:3]1[cH:4][cH:5][c:6]([Br:9])[cH:7][cH:8]1)[CH3:10].[Mg:11].[O:12]1[CH2:13][CH2:14][CH2:15][CH2:16]1>>[Br-:9].[CH3:1][N:2]([c:3]1[cH:4][cH:5][c:6]([Mg+:11])[cH:7][cH:8]1)[CH3:10].